This data is from the Open Reaction Database (ORD), a public repository of structured organic reaction records. The task is: describe an organic reaction: reactants, conditions, products, and yield Reactants: Cc1ncc(Br)cc1Br, ClC(Cl)(Cl)Cl, CC(C)(C#N)N=NC(C)(C)C#N, O=C1CCC(=O)N1Br. Yields the product BrCc1ncc(Br)cc1Br. As a reaction SMILES: [Br:1][c:2]1[c:3]([CH3:9])[n:4][cH:5][c:6]([Br:8])[cH:7]1.[Cl:30][C:31]([Cl:32])([Cl:33])[Cl:34].[N:18]#[C:19][C:20]([N:21]=[N:22][C:23]([C:24]#[N:25])([CH3:26])[CH3:27])([CH3:28])[CH3:29].[O:10]=[C:11]1[N:12]([Br:17])[C:13](=[O:14])[CH2:15][CH2:16]1>>[Br:1][c:2]1[c:3]([CH2:9][Br:17])[n:4][cH:5][c:6]([Br:8])[cH:7]1. Starting materials: O=C([O-])[O-], CI, CC(C)=O, O=[N+]([O-])c1ccc(F)cc1O, [K+], [K+], [Na+], [OH-], O. Yields the product COc1cc(F)ccc1[N+](=O)[O-]. Reaction SMILES: [C:12](=[O:13])([O-:14])[O-:15].[CH3:18][I:19].[CH3:22][C:23](=[O:24])[CH3:25].[F:1][c:2]1[cH:3][cH:4][c:5]([N+:9](=[O:10])[O-:11])[c:6]([OH:8])[cH:7]1.[K+:16].[K+:17].[Na+:21].[OH-:20].[OH2:26]>>[F:1][c:2]1[cH:3][cH:4][c:5]([N+:9](=[O:10])[O-:11])[c:6]([O:8][CH3:12])[cH:7]1. The reactants are CCCN(CCC)C(=O)c1cc(C#N)cc(C(=O)O)c1, O=C([O-])[O-], CC(C)=O, [K+], [K+], NC(N)=O, O, OO. Yields the product CCCN(CCC)C(=O)c1cc(C(N)=O)cc(C(=O)O)c1. As a reaction SMILES: [C:1](#[N:2])[c:3]1[cH:4][c:5]([C:6](=[O:7])[OH:8])[cH:9][c:10]([C:12](=[O:13])[N:14]([CH2:15][CH2:16][CH3:17])[CH2:18][CH2:19][CH3:20])[cH:11]1.[C:21]([O-:22])(=[O:23])[O-:24].[CH3:27][C:28](=[O:29])[CH3:30].[K+:25].[K+:26].[NH2:33][C:34]([NH2:35])=[O:36].[OH2:37].[OH:31][OH:32]>>[C:1]([NH2:2])([c:3]1[cH:4][c:5]([C:6](=[O:7])[OH:8])[cH:9][c:10]([C:12](=[O:13])[N:14]([CH2:15][CH2:16][CH3:17])[CH2:18][CH2:19][CH3:20])[cH:11]1)=[O:22]. The reactants are CC=1N=CNC1C(=O)OCC (4-methyl-5-carbethoxyimidazole), [H-].[Al+3].[Li+].[H-].[H-].[H-] (lithium aluminum hydride), Cl (hydrochloric acid). Solvent: O (water). The product is Cl.CC=1N=CNC1CO (4-methyl-5-hydroxymethylimidazole hydrochloride). Reaction SMILES: [CH3:1][C:2]1[N:3]=[CH:4][NH:5][C:6]=1[C:7](OCC)=[O:8].[H-].[Al+3].[Li+].[H-].[H-].[H-].[ClH:18]>O>[ClH:18].[CH3:1][C:2]1[N:3]=[CH:4][NH:5][C:6]=1[CH2:7][OH:8] |f:1.2.3.4.5.6,9.10|. Reported procedure: In U.S. Pat. No. 3,984,293, there is described the state of the art as background to the electrochemical reduction of 4-imidazole carboxylic acids. That invention is useful, however, it necessitates an extra chemical step prior to reduction, namely, hydrolysis of the ester intermediate to form the free carboxylic acid. Also, U.S. Pat. No. 4,055,573 teaches a method for preparing 4-(hydroxymethyl)-imidazoles and their lower alkyl ethers by electrochemical reduction in concentrated sulfuric acid i... Starting materials: ClC(=O)OC1=CC=C(C=C1)[N+](=O)[O-] (4-nitrophenyl chloroformate), C(C)N1N=C(C(=C1)C1=C2C(=NC=C1)NC(=C2)C2=CC=C(C=C2)CN2CCCC2)C2=CC=C(N)C=C2 (4-(1-ethyl-4-{2-[4-(1-pyrrolidinylmethyl)phenyl]-1H-pyrrolo[2,3-b]pyridin-4-yl}-1H-pyrazol-3-yl)aniline), C(C)NCC (diethylamine). Run in C1CCOC1 (THF). Run at time 45 minute. Yields the product C(C)N(C(=O)NC1=CC=C(C=C1)C1=NN(C=C1C1=C2C(=NC=C1)NC(=C2)C2=CC=C(C=C2)CN2CCCC2)CC)CC (N,N-diethyl-N′-[4-(1-ethyl-4-{2-[4-(1-pyrrolidinylmethyl)phenyl]-1H-pyrrolo[2,3-b]pyridin-4-yl}-1H-pyrazol-3-yl)phenyl]urea). The yield is 37.2%. As a reaction SMILES: [CH2:1]([N:3]1[CH:7]=[C:6]([C:8]2[CH:13]=[CH:12][N:11]=[C:10]3[NH:14][C:15]([C:17]4[CH:22]=[CH:21][C:20]([CH2:23][N:24]5[CH2:28][CH2:27][CH2:26][CH2:25]5)=[CH:19][CH:18]=4)=[CH:16][C:9]=23)[C:5]([C:29]2[CH:35]=[CH:34][C:32]([NH2:33])=[CH:31][CH:30]=2)=[N:4]1)[CH3:2].Cl[C:37](OC1C=CC([N+]([O-])=O)=CC=1)=[O:38].[CH2:49]([NH:51][CH2:52][CH3:53])[CH3:50]>C1COCC1>[CH2:49]([N:51]([CH2:52][CH3:53])[C:37]([NH:33][C:32]1[CH:31]=[CH:30][C:29]([C:5]2[C:6]([C:8]3[CH:13]=[CH:12][N:11]=[C:10]4[NH:14][C:15]([C:17]5[CH:18]=[CH:19][C:20]([CH2:23][N:24]6[CH2:28][CH2:27][CH2:26][CH2:25]6)=[CH:21][CH:22]=5)=[CH:16][C:9]=34)=[CH:7][N:3]([CH2:1][CH3:2])[N:4]=2)=[CH:35][CH:34]=1)=[O:38])[CH3:50]. Procedure: To a cloudy mixture of 4-(1-ethyl-4-{2-[4-(1-pyrrolidinylmethyl)phenyl]-1H-pyrrolo[2,3-b]pyridin-4-yl}-1H-pyrazol-3-yl)aniline (350 mg, 0.76 mmol) in dry THF (8 mL) was added 4-nitrophenyl chloroformate (168 mg, 0.83 mmol). The resultant slurry was stirred at room temperature for 45 min and diethylamine (0.32 mL, 3.03 mmol) was added. After 1 h, the reaction was concentrated under reduced pressure and diluted with 1N NaOH and EtOAc. The aqueous layer was extracted with three portions of EtOAc fo... Starting materials: [Pd] (palladium), [NH+](=O)[O-] (HNO2), C(C)(=O)O (acetic acid), [Pd] (palladium), [NH+](=O)[O-] (HNO2), C(C)(=O)O (acetic acid). Run at time 8 hour. The product is C(C)(=O)[O-].C(C)(=O)[O-].[Pd+2] (Palladium diacetate), hydrocarbon. The yield is 96.0%. RXN SMILES: [Pd:1].[NH+]([O-])=O.[C:5]([OH:8])(=[O:7])[CH3:6]>>[C:5]([O-:8])(=[O:7])[CH3:6].[C:5]([O-:8])(=[O:7])[CH3:6].[Pd+2:1] |f:3.4.5|. Reported procedure: Palladium diacetate was prepared from palladium sponge, acetic acid and HNO2 by adding 0.295 g. of palladium sponge and 45 ml. of glacial acetic acid in the apparatus described in example 1. The resulting mixture was stirred at ambient temperature for about 2 hours with an occasional addition of gaseous HNO2 to the mixture. The mixture was stirred overnight at ambient temperature and was then heated to 115° C. for one hour while being purged with argon. The resulting brown-red solution was filte...